From a dataset of the Open Reaction Database (ORD), a public repository of structured organic reaction records. describe an organic reaction: reactants, conditions, products, and yield The reactants are COC(C1=CC=C(C=C1)C1=C2N=CN(C2=NC=N1)C1=C(C=CC(=C1)C(NC1CC1)=O)C)=O (4-[9-(5-Cyclopropylcarbamoyl-2-methyl-phenyl)-9H-purin-6-yl]-benzoic acid methyl ester), [OH-].[Na+] (sodium hydroxide), Cl (hydrochloric acid). Run in O1CCCC1 (tetrahydrofuran), CO (methanol), O (water). Run at time 5 hour. Yields the product C1(CC1)NC(=O)C=1C=CC(=C(C1)N1C2=NC=NC(=C2N=C1)C1=CC=C(C(=O)O)C=C1)C (4-[9-(5-Cyclopropylcarbamoyl-2-methyl-phenyl)-9H-purin-6-yl]-benzoic acid). Isolated yield 13.9%. As a reaction SMILES: C[O:2][C:3](=[O:32])[C:4]1[CH:9]=[CH:8][C:7]([C:10]2[N:18]=[CH:17][N:16]=[C:15]3[C:11]=2[N:12]=[CH:13][N:14]3[C:19]2[CH:24]=[C:23]([C:25](=[O:30])[NH:26][CH:27]3[CH2:29][CH2:28]3)[CH:22]=[CH:21][C:20]=2[CH3:31])=[CH:6][CH:5]=1.[OH-].[Na+].Cl>O1CCCC1.CO.O>[CH:27]1([NH:26][C:25]([C:23]2[CH:22]=[CH:21][C:20]([CH3:31])=[C:19]([N:14]3[CH:13]=[N:12][C:11]4[C:15]3=[N:16][CH:17]=[N:18][C:10]=4[C:7]3[CH:6]=[CH:5][C:4]([C:3]([OH:32])=[O:2])=[CH:9][CH:8]=3)[CH:24]=2)=[O:30])[CH2:29][CH2:28]1 |f:1.2|. Procedure details: To a solution of the 4-[9-(5-Cyclopropylcarbamoyl-2-methyl-phenyl)-9H-purin-6-yl]-benzoic acid methyl ester (65 mg, 0.87 mmol) in 2 mL of tetrahydrofuran, 2 mL of methanol and 1 mL of water was added sodium hydroxide (2M, 0.15 mL, 0.3 mmol) at 20° C. The reaction mixture was stirred at that temperature for 5 hours and then the clear solution was neutralized by dropwise addition of 2N aqueous hydrochloric acid to give a solid. The product was collected by filtration to give a colorless solid (50 ... The reactants are [Br-], CC(C)(C)[O-], C[P+](c1ccccc1)(c1ccccc1)c1ccccc1, COC(=O)c1cccc(C(=O)c2ccc3c(c2)C(C)(C)CCC3(C)C)c1, [K+]. Product: C=C(c1cccc(C(=O)OC)c1)c1ccc2c(c1)C(C)(C)CCC2(C)C. Reaction SMILES: [Br-:33].[CH3:1][C:2]([CH3:3])([O-:4])[CH3:5].[CH3:34][P+:35]([c:36]1[cH:37][cH:38][cH:39][cH:40][cH:41]1)([c:42]1[cH:43][cH:44][cH:45][cH:46][cH:47]1)[c:48]1[cH:49][cH:50][cH:51][cH:52][cH:53]1.[CH3:7][C:8]1([CH3:32])[c:9]2[cH:10][cH:11][c:12]([C:20](=[O:21])[c:22]3[cH:23][c:24]([C:25](=[O:26])[O:27][CH3:28])[cH:29][cH:30][cH:31]3)[cH:13][c:14]2[C:15]([CH3:18])([CH3:19])[CH2:16][CH2:17]1.[K+:6]>>[CH2:1]=[C:20]([c:12]1[cH:11][cH:10][c:9]2[c:14]([cH:13]1)[C:15]([CH3:18])([CH3:19])[CH2:16][CH2:17][C:8]2([CH3:7])[CH3:32])[c:22]1[cH:23][c:24]([C:25](=[O:26])[O:27][CH3:28])[cH:29][cH:30][cH:31]1. The reactants are C(C)(C)(C)C=1C=C(NC1)C(=O)OCC (Ethyl 4-tert-butyl-1H-pyrrole-2-carboxylate), [OH-].[Na+] (NaOH), Cl (HCl). Run in CO (MeOH), CO (MeOH). Yields the product C(C)(C)(C)C1=CNC(=C1)C(=O)O (3-(tert-butyl)-pyrrole-5-carboxylic Acid). Isolated yield 88.9%. Reaction SMILES: [C:1]([C:5]1[CH:6]=[C:7]([C:10]([O:12]CC)=[O:11])[NH:8][CH:9]=1)([CH3:4])([CH3:3])[CH3:2].[OH-].[Na+].Cl>CO>[C:1]([C:5]1[CH:6]=[C:7]([C:10]([OH:12])=[O:11])[NH:8][CH:9]=1)([CH3:4])([CH3:2])[CH3:3] |f:1.2|. Reported procedure: Ethyl 4-tert-butyl-1H-pyrrole-2-carboxylate (from C7, Step 1) (38 mg, 1.95 mmol, 1 eq), 1.000 N NaOH (39 mL, 39 mmol, 20 eq) and MeOH (50 mL) were mixed and refluxed for 1 hour. The mixture was acidified with 1.0 N HCl, (1.0 N), the MeOH stripped, and the remaining aqueous extracted with ethyl acetate (2×). The organic layers were combined, dried (MgSO4), and stripped to yield 290 mg of an off-white solid. NMR (CDCl3+2 drops DMSO-D6) δ 6.50 (s, 1H); 6.46 (s, 1H); 0.95 (s, 9H). The reactants are C(CCCCCC)C=1NC(=CN1)CO (2-heptyl-5-(hydroxymethyl)-imidazole), ClN1C(CCC1=O)=O (N-chlorosuccinimide). Solvent: CCO.O1CCOCC1 (EtOH 1,4-dioxane). Reaction conditions: time 1 hour. Yields the product ClC=1N=C(NC1CO)CCCCCCC (4-Chloro-2-heptyl-5-hydroxymethylimidazole). Isolated yield 48.4%. RXN SMILES: [CH2:1]([C:8]1[NH:9][C:10]([CH2:13][OH:14])=[CH:11][N:12]=1)[CH2:2][CH2:3][CH2:4][CH2:5][CH2:6][CH3:7].[Cl:15]N1C(=O)CCC1=O>CCO.O1CCOCC1>[Cl:15][C:11]1[N:12]=[C:8]([CH2:1][CH2:2][CH2:3][CH2:4][CH2:5][CH2:6][CH3:7])[NH:9][C:10]=1[CH2:13][OH:14] |f:2.3|. Reported procedure: To a solution of 2-heptyl-5-(hydroxymethyl)-imidazole (10.0 g, 51 mmol) in EtOH/1,4-dioxane (1:1; 600 mL) was added N-chlorosuccinimide (7.9 g, 59 mmol). After being stirred for 1 hour at room temperature the solvents were removed on a rotary evaporator and the solid residue was partitioned between ethyl acetate and water (300 mL each). The organic phase was washed with water (150 mL), dried (MgSO4), filtered and concentrated to afford 12.4 g crude product. Recrystallization (1:1 EtOAc/hexane, 6... The reactants are IC1=C(N2CCC3=C(C(C2=N1)OC1CCN(CC1)C)C=CC=C3)C (2-iodo-1-methyl-4-(1-methylpiperidin-4-yloxy)-9,10-dihydro-4H-3,10a-diaza-benzo[f]azulene), [Si](C)(C)(C(C)(C)C)OCCC#C[B-](F)(F)F.[K+] (potassium 4-tert-butyldimethylsilyloxybut-1-ynyltrifluoroborate), O (water), C(=O)([O-])[O-].[Cs+].[Cs+] (Cs2CO3). The reagents and catalysts are C1=CC=C(C=C1)P([C-]2C=CC=C2)C3=CC=CC=C3.C1=CC=C(C=C1)P([C-]2C=CC=C2)C3=CC=CC=C3.Cl[Pd]Cl.[Fe+2] (PdCl2(dppf)2). Run in C1CCOC1 (THF). Run at temperature 80 celsius, time 8 hour. Yields the product CC1=C(N=C2C(C3=C(CCN12)C=CC=C3)OC3CCN(CC3)C)C#CCCO (4-[1-methyl-4-(1-methylpiperidin-4-yloxy)-9,10-dihydro-4H-3,10a-diaza-benzo[f]azulen-2-yl]-but-3-yn-1-ol). As a reaction SMILES: I[C:2]1[N:11]=[C:10]2[N:4]([CH2:5][CH2:6][C:7]3[CH:23]=[CH:22][CH:21]=[CH:20][C:8]=3[CH:9]2[O:12][CH:13]2[CH2:18][CH2:17][N:16]([CH3:19])[CH2:15][CH2:14]2)[C:3]=1[CH3:24].[Si]([O:32][CH2:33][CH2:34][C:35]#[C:36][B-](F)(F)F)(C(C)(C)C)(C)C.[K+].O.C([O-])([O-])=O.[Cs+].[Cs+]>C1COCC1.C1C=CC(P(C2C=CC=CC=2)[C-]2C=CC=C2)=CC=1.C1C=CC(P(C2C=CC=CC=2)[C-]2C=CC=C2)=CC=1.Cl[Pd]Cl.[Fe+2]>[CH3:24][C:3]1[N:4]2[C:10]([CH:9]([O:12][CH:13]3[CH2:14][CH2:15][N:16]([CH3:19])[CH2:17][CH2:18]3)[C:8]3[CH:20]=[CH:21][CH:22]=[CH:23][C:7]=3[CH2:6][CH2:5]2)=[N:11][C:2]=1[C:36]#[C:35][CH2:34][CH2:33][OH:32] |f:1.2,4.5.6,8.9.10.11|. Reported procedure: To a solution of 2-iodo-1-methyl-4-(1-methylpiperidin-4-yloxy)-9,10-dihydro-4H-3,10a-diaza-benzo[f]azulene (example 133) (50 mg, 0.114 mmole) in THF (1 mL) are added potassium 4-tert-butyldimethylsilyloxybut-1-ynyltrifluoroborate (50 mg, 0.171 mmole), PdCl2(dppf)2 (8 mg, 0.011 mmole), water and Cs2CO3 (120 mg, 0.342 mmole). The flask is evacuated and filled with argon. The reaction mixture is heated at 80° C. for 24 hours. AcOEt and water are added, and the organic phase is washed with water, dr... Starting materials: [K] (Potassium), [O-]CCCC (butoxide), C(=O)(OC)COC1=C(C=CC=C1)OCC(=O)OC (1,2-bis-carbomethoxymethoxybenzene), C(C)(=O)O (acetic acid). The solvent is CS(=O)C (DMSO), CS(=O)C (DMSO), O (water). Reaction conditions: time 3 hour. The product is O=C1C(OC2=C(OC1)C=CC=C2)C(=O)OC (3-oxo-4-carbomethoxy-3,4-dihydro-2H-1,5-benzodioxepin). RXN SMILES: [K].[O-]CCCC.[C:7]([CH2:11][O:12][C:13]1[CH:18]=[CH:17][CH:16]=[CH:15][C:14]=1[O:19][CH2:20][C:21]([O:23][CH3:24])=[O:22])(OC)=[O:8].C(O)(=O)C>CS(C)=O.O>[O:8]=[C:7]1[CH2:11][O:12][C:13]2[CH:18]=[CH:17][CH:16]=[CH:15][C:14]=2[O:19][CH:20]1[C:21]([O:23][CH3:24])=[O:22] |^1:0|. Procedure: Potassium t.-butoxide (15.8 g.) dissolved in DMSO (130 ml.) is added dropwise over a 45 minute period to 1,2-bis-carbomethoxymethoxybenzene (18.3 g.) in DMSO (30 ml.) under an atmosphere of nitrogen. The mixture then is stirred 3 hours at ambient temperature and a mixture of acetic acid (16 ml.) and water (200 ml.) is added. The reaction mixture is extracted with benzene, the powdery material removed by filtration and the benzene then dried over magnesium sulfate and the benzene then evaporated ... Starting materials: CCOC(=O)c1csc(NC(=O)C(CC2CCCC2)c2ccc(Cl)cc2)n1, CO, O=S(=O)(O)O. The product is COC(=O)c1csc(NC(=O)C(CC2CCCC2)c2ccc(Cl)cc2)n1. As a reaction SMILES: [CH2:1]([CH3:2])[O:3][C:4](=[O:5])[c:6]1[n:7][c:8]([NH:11][C:12]([CH:13]([CH2:14][CH:15]2[CH2:16][CH2:17][CH2:18][CH2:19]2)[c:20]2[cH:21][cH:22][c:23]([Cl:26])[cH:24][cH:25]2)=[O:27])[s:9][cH:10]1.[CH3:33][OH:34].[S:28](=[O:29])(=[O:30])([OH:31])[OH:32]>>[CH3:1][O:3][C:4](=[O:5])[c:6]1[n:7][c:8]([NH:11][C:12]([CH:13]([CH2:14][CH:15]2[CH2:16][CH2:17][CH2:18][CH2:19]2)[c:20]2[cH:21][cH:22][c:23]([Cl:26])[cH:24][cH:25]2)=[O:27])[s:9][cH:10]1.